This data is from the Open Reaction Database (ORD), a public repository of structured organic reaction records. The task is: describe an organic reaction: reactants, conditions, products, and yield Reactants: COc1ccc(-n2nc(C#N)c3c2C(=O)NCC3)cc1, [Cu]I, CC(C)(CN1CCCC1=O)c1ccc(I)cc1, [K+], [K+], O=C([O-])[O-]. The product is COc1ccc(-n2nc(C#N)c3c2C(=O)N(c2ccc(C(C)(C)CN4CCCC4=O)cc2)CC3)cc1. RXN SMILES: [CH3:1][O:2][c:3]1[cH:4][cH:5][c:6](-[n:9]2[n:10][c:11]([C:19]#[N:20])[c:12]3[c:13]2[C:14](=[O:18])[NH:15][CH2:16][CH2:17]3)[cH:7][cH:8]1.[Cu:44][I:45].[I:21][c:22]1[cH:23][cH:24][c:25]([C:28]([CH2:29][N:30]2[C:31](=[O:35])[CH2:32][CH2:33][CH2:34]2)([CH3:36])[CH3:37])[cH:26][cH:27]1.[K+:38].[K+:39].[O-:40][C:41]([O-:42])=[O:43]>>[CH3:1][O:2][c:3]1[cH:4][cH:5][c:6](-[n:9]2[n:10][c:11]([C:19]#[N:20])[c:12]3[c:13]2[C:14](=[O:18])[N:15]([c:22]2[cH:23][cH:24][c:25]([C:28]([CH2:29][N:30]4[C:31](=[O:35])[CH2:32][CH2:33][CH2:34]4)([CH3:36])[CH3:37])[cH:26][cH:27]2)[CH2:16][CH2:17]3)[cH:7][cH:8]1. Product: CC(=O)c1cc(C#N)c(N)nc1C. Reaction SMILES: [C:1]([CH3:2])(=[O:3])[c:4]1[cH:5][c:6]([C:12]#[N:13])[c:7]([Cl:11])[n:8][c:9]1[CH3:10].[NH3:14].[O:15]1[CH2:16][CH2:17][CH2:18][CH2:19]1>>[C:1]([CH3:2])(=[O:3])[c:4]1[cH:5][c:6]([C:12]#[N:13])[c:7]([NH2:14])[n:8][c:9]1[CH3:10]. Reactants: CC(=O)c1cc(C#N)c(Cl)nc1C, N, C1CCOC1. The reactants are CN([C@@H](C)C1=CC=CC=C1)[C@H](C1=C(C=CC2=CC=CC=C12)O)C1=CC=CC2=CC=CC=C12 (1-{(S)-[methyl-((S)-1-phenyl-ethyl)-amino]-naphthalen-1-yl-methyl}-naphthalen-2-ol), CN([C@@H](C)C1=CC=CC=C1)[C@H](C1=C(C=CC2=CC=CC=C12)O)C1=CC=CC2=CC=CC=C12 (1-{(S)-[methyl-((S)-1-phenyl-ethyl)-amino]-naphthalen-1-yl-methyl}-naphthalen-2-ol), ClC1=C(C=O)C=CC=C1 (2-chlorobenzaldehyde), C1(=CC=CC=C1)B(O)O (PhB(OH)2), [Zn](CC)CC (ZnEt2). Solvent: C1(=CC=CC=C1)C (toluene), C1(=CC=CC=C1)C (toluene), C1(=CC=CC=C1)C (toluene), C1(=CC=CC=C1)C (toluene). Run at temperature 60 celsius, time 10 hour. Product: ClC1=C(C=CC=C1)[C@H](O)C1=CC=CC=C1 ((R)-(2-chlorophenyl)phenylmethanol). The yield is 91.1%. Reaction SMILES: [C:1]1(B(O)O)[CH:6]=[CH:5][CH:4]=[CH:3][CH:2]=1.[Zn](CC)CC.CN([C@@H](C1C2C(=CC=CC=2)C=CC=1)C1C2C(=CC=CC=2)C=CC=1O)[C@H](C1C=CC=CC=1)C.[Cl:47][C:48]1[CH:55]=[CH:54][CH:53]=[CH:52][C:49]=1[CH:50]=[O:51]>C1(C)C=CC=CC=1>[Cl:47][C:48]1[CH:55]=[CH:54][CH:53]=[CH:52][C:49]=1[C@@H:50]([C:1]1[CH:6]=[CH:5][CH:4]=[CH:3][CH:2]=1)[OH:51]. Reported procedure: PhB(OH)2 (122 mg, 1.0 mmol) and ZnEt2 (334 μL, 3.25 mmol) in toluene (1 mL) is charged to a 10 mL flask under a nitrogin atmosphere. This mixture is heated to 60° C. and stirred for 10 h with a magnetic stirrer. Then the mixture is cooled to 0° C. and the title compound of Example 1, 1-{(S)-[methyl-((S)-1-phenyl-ethyl)-amino]-naphthalen-1-yl-methyl}-naphthalen-2-ol (16.7 mg, 0.04 mmol) in toluene (0.5 mL) and DiMPEG (100 mg, 0.05 mmol) in toluene (0.5 mL) are added. After stirring for additional...